Dataset: the Open Reaction Database (ORD), a public repository of structured organic reaction records. Task: describe an organic reaction: reactants, conditions, products, and yield The product is COC1=CC=C(COCC=2C=C3C(=NC2)OC(=C3)C(=O)O)C=C1 (5-(((4-Methoxybenzyl)-oxy)methyl)furo[2,3-b]pyridine-2-carboxylic acid). Run in CO (methanol), O (water). Starting materials: COC1=CC=C(COCC=2C=C3C(=NC2)OC(=C3)C(=O)N(C)C)C=C1 (5-(((4-methoxybenzyl)-oxy)-methyl)-N,N-dimethylfuro[2,3-b]pyridine-2-carboxamide), [OH-].[K+] (potassium hydroxide). Reaction SMILES: [CH3:1][O:2][C:3]1[CH:25]=[CH:24][C:6]([CH2:7][O:8][CH2:9][C:10]2[CH:11]=[C:12]3[CH:18]=[C:17]([C:19](N(C)C)=[O:20])[O:16][C:13]3=[N:14][CH:15]=2)=[CH:5][CH:4]=1.[OH-:26].[K+]>CO.O>[CH3:1][O:2][C:3]1[CH:25]=[CH:24][C:6]([CH2:7][O:8][CH2:9][C:10]2[CH:11]=[C:12]3[CH:18]=[C:17]([C:19]([OH:26])=[O:20])[O:16][C:13]3=[N:14][CH:15]=2)=[CH:5][CH:4]=1 |f:1.2|. Reported procedure: In a sealed tube, a mixture of a solution of 5-(((4-methoxybenzyl)-oxy)-methyl)-N,N-dimethylfuro[2,3-b]pyridine-2-carboxamide (2.4 g, 7.1 mmol) in methanol (28 mL) and a solution of potassium hydroxide (0.79 g, 14 mmol) in water (7 mL) was heated at reflux for 1 h. After cooling to ambient temperature, the reaction mixture was partitioned between saturated aqueous citric acid solution and ethyl acetate. The organic layer was dried over sodium sulfate, and concentrated to give the title compound....